Dataset: the Open Reaction Database (ORD), a public repository of structured organic reaction records. Task: describe an organic reaction: reactants, conditions, products, and yield Reactants: C1(=CC=CC=C1)N(C(=O)NS(=O)(=O)C=CC1=CC=CC=C1)C1=CC=CC=C1 (N-(N,N-diphenylcarbamoyl)-2-phenylethenesulfonamide), N1CCC(C(=O)OCC)CC1 (ethyl isonipecotate), CN(C=O)C (N,N-dimethylformamide). Solvent: CCOCC (ether), O1CCCC1 (tetrahydrofuran). The product is C(=O)(O)C1CCN(CC1)C(=O)NS(=O)(=O)C=CC1=CC=CC=C1 (N-([4-carboxypiperidino]carbonyl)-2-phenylethenesulfonamide). RXN SMILES: C1(N(C2C=CC=CC=2)[C:8]([NH:10][S:11]([CH:14]=[CH:15][C:16]2[CH:21]=[CH:20][CH:19]=[CH:18][CH:17]=2)(=[O:13])=[O:12])=[O:9])C=CC=CC=1.[NH:28]1[CH2:38][CH2:37][CH:31]([C:32]([O:34]CC)=[O:33])[CH2:30][CH2:29]1.CN(C)C=O>CCOCC.O1CCCC1>[C:32]([CH:31]1[CH2:30][CH2:29][N:28]([C:8]([NH:10][S:11]([CH:14]=[CH:15][C:16]2[CH:21]=[CH:20][CH:19]=[CH:18][CH:17]=2)(=[O:13])=[O:12])=[O:9])[CH2:38][CH2:37]1)([OH:34])=[O:33]. Procedure details: A mixture of 5 g. of N-(N,N-diphenylcarbamoyl)-2-phenylethenesulfonamide and 10.3 g. of ethyl isonipecotate in 20 ml. of N,N-dimethylformamide is maintained at ca. 90° C. for 40 minutes. The mixture is cooled to ambient temperature, diluted with ether, and then it is extracted with water. The water extract is acidified using concentrated hydrochloric acid, and then it is extracted with methylene chloride. The dried methylene chloride is evaporated to dryness in vacuo leaving a viscous oil. The o... The reactants are O=C1CCC(=O)N1Br, Cc1ccc(F)cc1[N+](=O)[O-], O=C(O)C(F)(F)F, O=S(=O)(O)O. The product is Cc1c(Br)cc(F)cc1[N+](=O)[O-]. Reaction SMILES: [Br:17][N:18]1[C:19](=[O:20])[CH2:21][CH2:22][C:23]1=[O:24].[F:1][c:2]1[cH:3][c:4]([N+:9](=[O:10])[O-:11])[c:5]([CH3:8])[cH:6][cH:7]1.[OH:25][C:26]([C:27]([F:28])([F:29])[F:30])=[O:31].[S:12](=[O:13])(=[O:14])([OH:15])[OH:16]>>[F:1][c:2]1[cH:3][c:4]([N+:9](=[O:10])[O-:11])[c:5]([CH3:8])[c:6]([Br:17])[cH:7]1.